Dataset: the Open Reaction Database (ORD), a public repository of structured organic reaction records. Task: describe an organic reaction: reactants, conditions, products, and yield The reactants are solution, COC=1C=C2N=CC(=NC2=CC1OC)C=O (6,7-dimethoxy-2-quinoxaline carboxaldehyde), CO.ClCCCl (MeOH 1,2-dichloroethane), C1(CCCCC1)N (cyclohexylamine), [BH4-].[Na+] (NaBH4). Conditions: time 8 hour. Yields the product C1(CCCCC1)NCC1=NC2=CC(=C(C=C2N=C1)OC)OC (Cyclohexyl-(6,7-dimethoxyquinoxalin-2-ylmethyl)-amine). As a reaction SMILES: [CH3:1][O:2][C:3]1[CH:4]=[C:5]2[C:10](=[CH:11][C:12]=1[O:13][CH3:14])[N:9]=[C:8]([CH:15]=O)[CH:7]=[N:6]2.CO.ClCCCl.[CH:23]1([NH2:29])[CH2:28][CH2:27][CH2:26][CH2:25][CH2:24]1.[BH4-].[Na+]>>[CH:23]1([NH:29][CH2:15][C:8]2[CH:7]=[N:6][C:5]3[C:10](=[CH:11][C:12]([O:13][CH3:14])=[C:3]([O:2][CH3:1])[CH:4]=3)[N:9]=2)[CH2:28][CH2:27][CH2:26][CH2:25][CH2:24]1 |f:1.2,4.5|. Procedure details: To a 0.067 M solution of 6,7-dimethoxy-2-quinoxaline carboxaldehyde in 2:1 MeOH/1,2-dichloroethane (7.5 mL, 0.5 mmol) is added cyclohexylamine (0.11 mL, 0.9 mmol). The reaction is allowed to stir at room temperature overnight, then NaBH4 (0.038 g, 1 mmol) is added and the reaction mixture is stirred overnight. The mixture is then concentrated and chromatographed (50% EtOAc/hexanes—approximately 5% MeOH in 50% EtOAc/hexanes). The oil is dissolved in EtOAc/hexanes and treated with HCl in EtOH. The... The reactants are Cl.NC1CCC(CC1)NC(=O)NCC (1-(4-aminocyclohexyl)-3-ethylurea hydrochloride), C[O-].[Na+] (sodium methoxide). The solvent is CO (methyl alcohol). Yields the product NC1CCC(CC1)NC(=O)NCC (1-(4-aminocyclohexyl)-3-ethylurea). Reaction SMILES: Cl.[NH2:2][CH:3]1[CH2:8][CH2:7][CH:6]([NH:9][C:10]([NH:12][CH2:13][CH3:14])=[O:11])[CH2:5][CH2:4]1.C[O-].[Na+]>CO>[NH2:2][CH:3]1[CH2:8][CH2:7][CH:6]([NH:9][C:10]([NH:12][CH2:13][CH3:14])=[O:11])[CH2:5][CH2:4]1 |f:0.1,2.3|. Reported procedure: A solution of 1.5 g of 1-(4-aminocyclohexyl)-3-ethylurea hydrochloride in 20 ml of methyl alcohol is treated with 0.36 g of sodium methoxide, to yield after usual workup 1-(4-aminocyclohexyl)-3-ethylurea as an oil which is used directly in the above condensation. The reactants are CN(CCCOC1OCCCC1)C1CCCN(C2=C1C=CC=C2)C(C2=CC=C(C=C2)NC(C2=C(C=CC=C2)C)=O)=O (5-{N-methyl-N-[3-(3,4,5,6-tetrahydro-2H-pyran-2-yloxy)propyl]amino}-1-[4-(2-methylbenzoylamino)benzoyl]-2,3,4,5-tetrahydro-1H-benzazepine), C1(=CC=C(C=C1)S(=O)(=O)[O-])C.[NH+]1=CC=CC=C1 (pyridinium p-toluenesulfonate), O (water), C1(=CC=C(C=C1)S(=O)(=O)[O-])C.[NH+]1=CC=CC=C1 (pyridinium p-toluenesulfonate). Solvent: C(C)O (ethanol). Conditions: temperature 60 celsius. Product: CN(CCCO)C1CCCN(C2=C1C=CC=C2)C(C2=CC=C(C=C2)NC(C2=C(C=CC=C2)C)=O)=O (5-[N-methyl-N-(3-hydroxypropyl)amino]-1-[4-(2-methylbenzoylamino)benzoyl]-2,3,4,5-tetrahydro-1H-benzazepine). The yield is 55.7%. Reaction SMILES: [CH3:1][N:2]([CH:13]1[C:19]2[CH:20]=[CH:21][CH:22]=[CH:23][C:18]=2[N:17]([C:24](=[O:41])[C:25]2[CH:30]=[CH:29][C:28]([NH:31][C:32](=[O:40])[C:33]3[CH:38]=[CH:37][CH:36]=[CH:35][C:34]=3[CH3:39])=[CH:27][CH:26]=2)[CH2:16][CH2:15][CH2:14]1)[CH2:3][CH2:4][CH2:5][O:6]C1CCCCO1.C1(C)C=CC(S([O-])(=O)=O)=CC=1.[NH+]1C=CC=CC=1.O>C(O)C>[CH3:1][N:2]([CH:13]1[C:19]2[CH:20]=[CH:21][CH:22]=[CH:23][C:18]=2[N:17]([C:24](=[O:41])[C:25]2[CH:26]=[CH:27][C:28]([NH:31][C:32](=[O:40])[C:33]3[CH:38]=[CH:37][CH:36]=[CH:35][C:34]=3[CH3:39])=[CH:29][CH:30]=2)[CH2:16][CH2:15][CH2:14]1)[CH2:3][CH2:4][CH2:5][OH:6] |f:1.2|. Procedure: To a solution of 5-{N-methyl-N-[3-(3,4,5,6-tetrahydro-2H-pyran-2-yloxy)propyl]amino}-1-[4-(2-methylbenzoylamino)benzoyl]-2,3,4,5-tetrahydro-1H-benzazepine (0.55 g) in ethanol (10 ml) is added pyridinium p-toluenesulfonate (0.03 g) and the mixture is heated at 60° C. overnight. After the mixture is refluxed for more 2 hours, water and pyridinium p-toluenesulfonate (0.03 g) are added thereto. The mixture is refluxed for 4 hours. The reaction solution is concentrated and to the resulting residue is... Reactants: C1CCOC1, CC(=O)[O-], COc1ccc2c(c1)CCC2=O, CO, Cl, NO, [Na+], O. The product is COc1ccc2c(c1)CCC2=NO. As a reaction SMILES: [CH2:24]1[O:25][CH2:26][CH2:27][CH2:28]1.[CH3:17][C:18](=[O:19])[O-:20].[CH3:1][O:2][c:3]1[cH:4][c:5]2[c:9]([cH:10][cH:11]1)[C:8](=[O:12])[CH2:7][CH2:6]2.[CH3:22][OH:23].[ClH:15].[NH2:13][OH:14].[Na+:16].[OH2:21]>>[CH3:1][O:2][c:3]1[cH:4][c:5]2[c:9]([cH:10][cH:11]1)[C:8](=[N:13][OH:14])[CH2:7][CH2:6]2. Starting materials: C(C)C1=CC2=C(N(C(N(C2=O)CC(=O)C2=CC=C(C=C2)OC)=O)CC2=C(C=C(C=C2)C2=C(C=CC=C2)C2=NOC(N2)=O)F)S1 (6-ethyl-1-{[3-fluoro-2′-(5-oxo-4,5-dihydro-1,2,4-oxadiazol-3-yl)biphenyl-4-yl]methyl}-3-[2-(4-methoxyphenyl)-2-oxoethyl]thieno[2,3-d]pyrimidine-2,4(1H,3H)-dione), [BH4-].[Na+] (sodium borohydride). Solvent: CO (methanol). Conditions: time 1 hour. Yields the product C(C)C1=CC2=C(N(C(N(C2=O)CC(C2=CC=C(C=C2)OC)O)=O)CC2=C(C=C(C=C2)C2=C(C=CC=C2)C2=NOC(N2)=O)F)S1 (6-ethyl-1-{[3-fluoro-2′-(5-oxo-4,5-dihydro-1,2,4-oxadiazol-3-yl)biphenyl-4-yl]methyl}-3-[2-hydroxy-2-(4-methoxyphenyl)ethyl]thieno[2,3-d]pyrimidine-2,4(1H,3H)-dione). The yield is 77.7%. As a reaction SMILES: [CH2:1]([C:3]1[S:44][C:6]2[N:7]([CH2:24][C:25]3[CH:30]=[CH:29][C:28]([C:31]4[CH:36]=[CH:35][CH:34]=[CH:33][C:32]=4[C:37]4[NH:41][C:40](=[O:42])[O:39][N:38]=4)=[CH:27][C:26]=3[F:43])[C:8](=[O:23])[N:9]([CH2:12][C:13]([C:15]3[CH:20]=[CH:19][C:18]([O:21][CH3:22])=[CH:17][CH:16]=3)=[O:14])[C:10](=[O:11])[C:5]=2[CH:4]=1)[CH3:2].[BH4-].[Na+]>CO>[CH2:1]([C:3]1[S:44][C:6]2[N:7]([CH2:24][C:25]3[CH:30]=[CH:29][C:28]([C:31]4[CH:36]=[CH:35][CH:34]=[CH:33][C:32]=4[C:37]4[NH:41][C:40](=[O:42])[O:39][N:38]=4)=[CH:27][C:26]=3[F:43])[C:8](=[O:23])[N:9]([CH2:12][CH:13]([OH:14])[C:15]3[CH:20]=[CH:19][C:18]([O:21][CH3:22])=[CH:17][CH:16]=3)[C:10](=[O:11])[C:5]=2[CH:4]=1)[CH3:2] |f:1.2|. Reported procedure: To a mixture of 6-ethyl-1-{[3-fluoro-2′-(5-oxo-4,5-dihydro-1,2,4-oxadiazol-3-yl)biphenyl-4-yl]methyl}-3-[2-(4-methoxyphenyl)-2-oxoethyl]thieno[2,3-d]pyrimidine-2,4(1H,3H)-dione (0.77 g) and methanol (20 mL) was added sodium borohydride (0.14 g), and the mixture was stirred at room temperature for 1 hr. The reaction mixture was concentrated, and the residue was extracted with chloroform and saturated aqueous ammonium chloride solution. The chloroform layer was washed with saturated brine, and dri... Starting materials: FC1=C(C=C2CNCC(C2=O)=CC2=C(C=CC=C2)F)C=CC=C1 (3,5-Bis(2-fluorobenzylidene)-4-piperidone). The reagents and catalysts are [Pd] (Pd/C). Run in C(C)O (ethanol). Run at time 16 hour. The product is FC1=C(CC2CNCC(C2=O)CC2=C(C=CC=C2)F)C=CC=C1 (3,5-Bis(2-fluorobenzyl)-4-piperidone), solid. The yield is 95.0%. RXN SMILES: [F:1][C:2]1[CH:23]=[CH:22][CH:21]=[CH:20][C:3]=1[CH:4]=[C:5]1[C:10](=[O:11])[C:9](=[CH:12][C:13]2[CH:18]=[CH:17][CH:16]=[CH:15][C:14]=2[F:19])[CH2:8][NH:7][CH2:6]1>C(O)C.[Pd]>[F:19][C:14]1[CH:15]=[CH:16][CH:17]=[CH:18][C:13]=1[CH2:12][CH:9]1[C:10](=[O:11])[CH:5]([CH2:4][C:3]2[CH:20]=[CH:21][CH:22]=[CH:23][C:2]=2[F:1])[CH2:6][NH:7][CH2:8]1. Reported procedure: To a solution of compound 1 (300 mg, 0.96 mmol) in ethanol, 10 mg of 5% Pd/C was added. The reaction mixture was stirred for 16 h under hydrogen gas at atmospheric pressure. Pd/C was filtered, and the solvent was evaporated to dryness. Compound 11 was obtained as a white solid (285 mg, 95% yield). Rf (30:70 methanol:chloroform)=0.20. 1H NMR (300 MHz, CDCl3): δ 7.25-6.90 (m, 8H, Ar—H), 3.60-2.50 (m, 10H, NCH2CHCH2). 13C NMR (75 MHz, CDCl3): 175.10, 161.05 (d, J=250.0), 131.34 (d, J=4.3), 128.68 (... Starting materials: ClC=1C=C(C=CC1F)NC1=NC=NC2=CC(=C(C=C12)N)OCCOC (N4-(3-chloro-4-fluorophenyl)-7-(2-methoxy)ethoxyquinazoline-4,6-diamine), ClC1=NC=NC2=CC(=C(C=C12)[N+](=O)[O-])OC (4-chloro-7-methoxy-6-nitro-quinazoline), ClC=1C(=C(N)C=CC1Cl)F (3,4-dichloro-2-fluoro-aniline). Product: ClC=1C(=C(C=CC1Cl)NC1=NC=NC2=CC(=C(C=C12)N)OC)F (N4-(3,4-dichloro-2-fluorophenyl)-7-methoxyquinazoline-4,6-diamine). Reaction SMILES: ClC1C=C(NC2C3C(=CC(OCCOC)=C(N)C=3)N=CN=2)C=CC=1F.Cl[C:27]1[C:36]2[C:31](=[CH:32][C:33]([O:40][CH3:41])=[C:34]([N+:37]([O-])=O)[CH:35]=2)[N:30]=[CH:29][N:28]=1.[Cl:42][C:43]1[C:44]([F:51])=[C:45]([CH:47]=[CH:48][C:49]=1[Cl:50])[NH2:46]>>[Cl:42][C:43]1[C:44]([F:51])=[C:45]([NH:46][C:27]2[C:36]3[C:31](=[CH:32][C:33]([O:40][CH3:41])=[C:34]([NH2:37])[CH:35]=3)[N:30]=[CH:29][N:28]=2)[CH:47]=[CH:48][C:49]=1[Cl:50]. Reported procedure: Starting material: N4-(3,4-dichloro-2-fluorophenyl)-7-methoxyquinazoline-4,6-diamine was prepared according to the same method of preparation of N4-(3-chloro-4-fluorophenyl)-7-(2-methoxy)ethoxyquinazoline-4,6-diamine in WO2008/33747, but the starting materials were 4-chloro-7-methoxy-6-nitro-quinazoline and 3,4-dichloro-2-fluoro-aniline; other starting materials were prepared as example 1.